Dataset: the Open Reaction Database (ORD), a public repository of structured organic reaction records. Task: describe an organic reaction: reactants, conditions, products, and yield Reactants: C1COCCO1, CCOC(C)=O, NC(=O)c1ccc(N2CCC(Oc3ccccc3C(F)(F)F)CC2)nn1, O=C(OC(=O)C(F)(F)F)C(F)(F)F, [Na+], O=C([O-])O, c1ccncc1. Product: N#Cc1ccc(N2CCC(Oc3ccccc3C(F)(F)F)CC2)nn1. Reaction SMILES: [CH2:51]1[O:52][CH2:53][CH2:54][O:55][CH2:56]1.[CH3:57][CH2:58][O:59][C:60](=[O:61])[CH3:62].[F:1][C:2]([c:3]1[c:4]([O:5][CH:6]2[CH2:7][CH2:8][N:9]([c:12]3[cH:13][cH:14][c:15]([C:18](=[O:19])[NH2:20])[n:16][n:17]3)[CH2:10][CH2:11]2)[cH:21][cH:22][cH:23][cH:24]1)([F:25])[F:26].[F:33][C:34]([F:35])([F:36])[C:37]([O:38][C:39](=[O:40])[C:41]([F:42])([F:43])[F:44])=[O:45].[Na+:50].[O-:46][C:47]([OH:48])=[O:49].[cH:27]1[cH:28][cH:29][n:30][cH:31][cH:32]1>>[F:1][C:2]([c:3]1[c:4]([O:5][CH:6]2[CH2:7][CH2:8][N:9]([c:12]3[cH:13][cH:14][c:15]([C:18]#[N:20])[n:16][n:17]3)[CH2:10][CH2:11]2)[cH:21][cH:22][cH:23][cH:24]1)([F:25])[F:26].